Task: describe an organic reaction: reactants, conditions, products, and yield. Dataset: the Open Reaction Database (ORD), a public repository of structured organic reaction records Run at temperature 120 celsius, time 90 minute. Reagents/catalysts: C(C)(=O)[O-].[Pd+2].C(C)(=O)[O-] (palladium acetate). The product is C1(CC1)COCC1=CC(=NC(=N1)NC1=CC(=C(C=C1)N1C=NC(=C1)C)OC)NC (6-((Cyclopropylmethoxy)methyl)-N2-(3-methoxy-4-(4-methyl-1H-imidazol-1-yl)phenyl)-N4-methylpyrimidine-2,4-diamine). The reactants are ClC1=NC(=CC(=N1)NC)COCC1CC1 (2-chloro-6-((cyclopropylmethoxy)methyl)-N-methylpyrimidin-4-amine), COC=1C=C(N)C=CC1N1C=NC(=C1)C (3-methoxy-4-(4-methyl-1H-imidazol-1-yl)aniline), C([O-])([O-])=O.[Cs+].[Cs+] (cesium carbonate), C1(CCCCC1)P(C1=C(C=CC=C1)C1=CC=CC=C1)C1CCCCC1 (2-(dicyclohexyl-phosphino)biphenyl). As a reaction SMILES: Cl[C:2]1[N:7]=[C:6]([NH:8][CH3:9])[CH:5]=[C:4]([CH2:10][O:11][CH2:12][CH:13]2[CH2:15][CH2:14]2)[N:3]=1.[CH3:16][O:17][C:18]1[CH:19]=[C:20]([CH:22]=[CH:23][C:24]=1[N:25]1[CH:29]=[C:28]([CH3:30])[N:27]=[CH:26]1)[NH2:21].C(=O)([O-])[O-].[Cs+].[Cs+].C1(P(C2CCCCC2)C2C=CC=CC=2C2C=CC=CC=2)CCCCC1>C([O-])(=O)C.[Pd+2].C([O-])(=O)C>[CH:13]1([CH2:12][O:11][CH2:10][C:4]2[N:3]=[C:2]([NH:21][C:20]3[CH:22]=[CH:23][C:24]([N:25]4[CH:29]=[C:28]([CH3:30])[N:27]=[CH:26]4)=[C:18]([O:17][CH3:16])[CH:19]=3)[N:7]=[C:6]([NH:8][CH3:9])[CH:5]=2)[CH2:15][CH2:14]1 |f:2.3.4,6.7.8|. Procedure: A mixture of 2-chloro-6-((cyclopropylmethoxy)methyl)-N-methylpyrimidin-4-amine (41 mg, 0.18 mmol), 3-methoxy-4-(4-methyl-1H-imidazol-1-yl)aniline (73 mg, 0.36 mmol), cesium carbonate (117 mg, 0.36 mmol), palladium acetate (6 mg, 0.03 mmol) and 2-(dicyclohexyl-phosphino)biphenyl (9 mg, 0.03 mmol) was stirred under argon at 120° C. for 90 minutes in microwave oven. The mixture was filtered through a short silica gel plug which was washed with 10% solution of methanol in ethyl acetate (75 mL). The ... Starting materials: CC(C)(C)OC(=O)CN1CCN(c2ccnc(-c3nc(=O)c4ccccc4s3)c2)C1=O, O=C(O)C(F)(F)F. The product is O=C(O)CN1CCN(c2ccnc(-c3nc(=O)c4ccccc4s3)c2)C1=O. As a reaction SMILES: [O:1]=[C:2]1[N:3]([CH2:24][C:25](=[O:26])[O:27][C:28]([CH3:29])([CH3:30])[CH3:31])[CH2:4][CH2:5][N:6]1[c:7]1[cH:8][c:9](-[c:13]2[s:14][c:15]3[c:16]([c:17](=[O:19])[n:18]2)[cH:20][cH:21][cH:22][cH:23]3)[n:10][cH:11][cH:12]1.[OH:32][C:33]([C:34]([F:35])([F:36])[F:37])=[O:38]>>[O:1]=[C:2]1[N:3]([CH2:24][C:25](=[O:26])[OH:27])[CH2:4][CH2:5][N:6]1[c:7]1[cH:8][c:9](-[c:13]2[s:14][c:15]3[c:16]([c:17](=[O:19])[n:18]2)[cH:20][cH:21][cH:22][cH:23]3)[n:10][cH:11][cH:12]1.